This data is from the Open Reaction Database (ORD), a public repository of structured organic reaction records. The task is: describe an organic reaction: reactants, conditions, products, and yield Reactants: CO.C(Cl)Cl (MeOH DCM), ClC=1C(=NC(=NC1)NC=1C=CC2=C(N(CCN(C2=O)C)C)C1)NC1=C(C(=O)NC)C=CC=C1 (2-[5-Chloro-2-(1,4-dimethyl-5-oxo-2,3,4,5-tetrahydro-1H-benzo[e][1,4]diazepin-8-ylamino)-pyrimidin-4-ylamino]-N-methylbenzamide), 3C. The product is NC=1C=CC2=C(N(CCN(C2=O)C)C)C1 (8-amino-1,4-dimethyl-1,2,3,4-tetrahydro-benzo[e][1,4]diazepin-5-one), ClC1=NC=C(C(=N1)NC1=C(C(=O)NC)C=CC=C1)Cl (2-(2,5-dichloro-pyrimidin-4-ylamino)-N-methylbenzamide), ClC=1C(=NC(=NC1)NC=1C=CC2=C(N(CCN(C2=O)C)C)C1)NC1=C(C(=O)NC)C=CC=C1 (2-[5-Chloro-2-(1,4-dimethyl-5-oxo-2,3,4,5-tetrahydro-1H-benzo[e][1,4]diazepin-8-ylamino)-pyrimidin-4-ylamino]-N-methylbenzamide). The yield is 43.0%. As a reaction SMILES: [Cl:1][C:2]1[C:3]([NH:23][C:24]2[CH:33]=[CH:32][CH:31]=[CH:30][C:25]=2[C:26]([NH:28][CH3:29])=[O:27])=[N:4][C:5]([NH:8][C:9]2[CH:10]=[CH:11][C:12]3[C:18](=[O:19])[N:17]([CH3:20])[CH2:16][CH2:15][N:14]([CH3:21])[C:13]=3[CH:22]=2)=[N:6][CH:7]=1.CO.C(Cl)[Cl:37]>>[NH2:8][C:9]1[CH:10]=[CH:11][C:12]2[C:18](=[O:19])[N:17]([CH3:20])[CH2:16][CH2:15][N:14]([CH3:21])[C:13]=2[CH:22]=1.[Cl:37][C:5]1[N:4]=[C:3]([NH:23][C:24]2[CH:33]=[CH:32][CH:31]=[CH:30][C:25]=2[C:26]([NH:28][CH3:29])=[O:27])[C:2]([Cl:1])=[CH:7][N:6]=1.[Cl:1][C:2]1[C:3]([NH:23][C:24]2[CH:33]=[CH:32][CH:31]=[CH:30][C:25]=2[C:26]([NH:28][CH3:29])=[O:27])=[N:4][C:5]([NH:8][C:9]2[CH:10]=[CH:11][C:12]3[C:18](=[O:19])[N:17]([CH3:20])[CH2:16][CH2:15][N:14]([CH3:21])[C:13]=3[CH:22]=2)=[N:6][CH:7]=1 |f:1.2|. Procedure: Part 3C. 2-[5-Chloro-2-(1,4-dimethyl-5-oxo-2,3,4,5-tetrahydro-1H-benzo[e][1,4]diazepin-8-ylamino)-pyrimidin-4-ylamino]-N-methylbenzamide. This compound was prepared according to Example 411f. From 8-amino-1,4-dimethyl-1,2,3,4-tetrahydro-benzo[e][1,4]diazepin-5-one (100 mg, 0.49 mmol) and 2-(2,5-dichloro-pyrimidin-4-ylamino)-N-methylbenzamide (144 mg, 0.49 mmol) was obtained 97 mg (43%) of the title compound following flash chromatography (silica gel, 20% MeOH/DCM); m.p. 243-247° C.; MS: m/z=466/... The solvent is O1CCCC1 (tetrahydrofuran), O1CCCC1 (tetrahydrofuran). The yield is 83.9%. As a reaction SMILES: [OH:1][CH2:2][C:3]([CH2:31][OH:32])([N:7]1[CH:11]=[C:10]([C:12]2[C:24]3[C:23]4[C:18](=[CH:19][CH:20]=[CH:21][CH:22]=4)[C:17]([OH:29])([C:25]([F:28])([F:27])[F:26])[C:16]=3[CH:15]=[C:14]([CH3:30])[CH:13]=2)[CH:9]=[N:8]1)[C:4](O)=[O:5].C(O)C.O.C(=O)([O-])O.[Na+]>O1CCCC1>[OH:5][CH2:4][C:3]([N:7]1[CH:11]=[C:10]([C:12]2[C:24]3[C:23]4[C:18](=[CH:19][CH:20]=[CH:21][CH:22]=4)[C:17]([OH:29])([C:25]([F:28])([F:26])[F:27])[C:16]=3[CH:15]=[C:14]([CH3:30])[CH:13]=2)[CH:9]=[N:8]1)([CH2:31][OH:32])[CH2:2][OH:1] |f:3.4|. Reaction conditions: time 5 hour. Product: OCC(CO)(CO)N1N=CC(=C1)C1=CC(=CC=2C(C3=CC=CC=C3C12)(C(F)(F)F)O)C ((+)-2-hydroxymethyl-2-[4-(9-hydroxy-2-methyl-9-trifluoromethyl-9H-fluoren-4-yl)-pyrazol-1-yl]-propane-1,3-diol). The reactants are OCC(C(=O)O)(N1N=CC(=C1)C1=CC(=CC=2C(C3=CC=CC=C3C12)(C(F)(F)F)O)C)CO (3-hydroxy-2-hydroxymethyl-2-[4-(9-hydroxy-2-methyl-9-trifluoromethyl-9H-fluoren-4-yl)-pyrazol-1-yl]-propionic acid), solution, O (water), C(O)([O-])=O.[Na+] (sodium hydrogen carbonate), C(C)O (ethanol). Reported procedure: To a solution of an optically active form (15.5 g) of 3-hydroxy-2-hydroxymethyl-2-[4-(9-hydroxy-2-methyl-9-trifluoromethyl-9H-fluoren-4-yl)-pyrazol-1-yl]-propionic acid in tetrahydrofuran (31 ml) was added dropwise at room temperature a 1.09M solution (127 ml) of borane-tetrahydrofuran complex in tetrahydrofuran, and the mixture was stirred for 5 hr. To the reaction mixture was added dropwise ethanol (15 ml) at room temperature and the mixture was stirred at 75° C. for 1 hr. To this mixture were... Starting materials: C(#N)C1=C(C=NN1C1=CC(=CC=C1)F)C(=O)OCC (ethyl 5-cyano-1-(3-fluorophenyl)-4-pyrazolecarboxylate), [OH-].[K+] (potassium hydroxide), C(C)O (ethanol). The solvent is O (water). Product: C(=O)(O)C=1C=NN(C1C(=O)N)C1=CC(=CC=C1)F (4-Carboxy-1-(3-fluorophenyl)-5-pyrazolecarboxamide). RXN SMILES: [C:1]([C:3]1[N:7]([C:8]2[CH:13]=[CH:12][CH:11]=[C:10]([F:14])[CH:9]=2)[N:6]=[CH:5][C:4]=1[C:15]([O:17]CC)=[O:16])#[N:2].[OH-].[K+].C([OH:24])C>O>[C:15]([C:4]1[CH:5]=[N:6][N:7]([C:8]2[CH:13]=[CH:12][CH:11]=[C:10]([F:14])[CH:9]=2)[C:3]=1[C:1]([NH2:2])=[O:24])([OH:17])=[O:16] |f:1.2|. Procedure details: A 5.5 g. portion of ethyl 5-cyano-1-(3-fluorophenyl)-4-pyrazolecarboxylate and 4.7 g. of potassium hydroxide were dissolved in 100 ml. of ethanol at the reflux temperature and the mixture was stirred at that temperature for2 hours. The mixture was then diluted to 350 ml. with cold water, and was heated slightly to obtain a solution which was made acid with concentratedhydrochloric acid. The product was precipitated by adding small amounts of ice, and the precipitated product was then collected b... Reactants: N1CCOCC1 (morpholine), CC=1SC(=C(C1C)CCCC1=CC=C(C=C1)C)CCC(CC(=O)O)(C)C (2,3-dimethyl-4-(3-p-methylphenylpropyl)-5-(4-carboxy-3,3-dimethylbutyl)thiophene), C(C(=O)Cl)(=O)Cl (oxalyl chloride). Run in CCOCC (ether), CCOCC (ether), C(Cl)(Cl)Cl (CHCl3). Conditions: temperature 50 celsius. Product: O1CCN(CC1)C(=O)CC(CCC1=CC=CS1)(C)C (5-(4-morpholinocarbonyl-3,3-dimethylbutyl)thiophene). Isolated yield 72.0%. As a reaction SMILES: C(Cl)(=O)C(Cl)=O.C[C:8]1[S:9][C:10]([CH2:24][CH2:25][C:26]([CH3:32])([CH3:31])[CH2:27][C:28]([OH:30])=O)=[C:11](CCCC2C=CC(C)=CC=2)[C:12]=1C.[NH:33]1[CH2:38][CH2:37][O:36][CH2:35][CH2:34]1>C(Cl)(Cl)Cl.CCOCC>[O:36]1[CH2:37][CH2:38][N:33]([C:28]([CH2:27][C:26]([CH3:31])([CH3:32])[CH2:25][CH2:24][C:10]2[S:9][CH:8]=[CH:12][CH:11]=2)=[O:30])[CH2:34][CH2:35]1. Reported procedure: 2 g (0.0157 mol) of oxalyl chloride dissolved in 10 ml of CHCl3 are placed in a 100 ml single-necked flask. After having brought the mixture to 0° C. with an ice bath, 3.9 g (0.0105 mol) of 2,3-dimethyl-4-(3-p-methylphenylpropyl)-5-(4-carboxy-3,3-dimethylbutyl)thiophene (see above, paragraph B of the synthesis of the starting materials) are added. The reaction mixture is then stirred at room temperature and subsequently at 50° C. until the evolution of gas has ceased. The solvent is distilled of... The reactants are ClCCl, CC(C)OC(=O)N=NC(=O)OC(C)C, Oc1ccc(OCc2ccccc2)cc1, CC(C)(C)OC(=O)N1CCC(O)CC1, c1ccc(P(c2ccccc2)c2ccccc2)cc1. Yields the product CC(C)(C)OC(=O)N1CCC(Oc2ccc(OCc3ccccc3)cc2)CC1. RXN SMILES: [Cl:63][CH2:64][Cl:65].[O:1]=[C:2]([O:3][CH:4]([CH3:5])[CH3:6])[N:7]=[N:8][C:9]([O:10][CH:11]([CH3:12])[CH3:13])=[O:14].[OH:15][c:16]1[cH:17][cH:18][c:19]([O:20][CH2:21][c:22]2[cH:23][cH:24][cH:25][cH:26][cH:27]2)[cH:28][cH:29]1.[OH:30][CH:31]1[CH2:32][CH2:33][N:34]([C:37](=[O:38])[O:39][C:40]([CH3:41])([CH3:42])[CH3:43])[CH2:35][CH2:36]1.[c:44]1([P:45]([c:46]2[cH:47][cH:48][cH:49][cH:50][cH:51]2)[c:52]2[cH:53][cH:54][cH:55][cH:56][cH:57]2)[cH:58][cH:59][cH:60][cH:61][cH:62]1>>[O:15]([c:16]1[cH:17][cH:18][c:19]([O:20][CH2:21][c:22]2[cH:23][cH:24][cH:25][cH:26][cH:27]2)[cH:28][cH:29]1)[CH:31]1[CH2:32][CH2:33][N:34]([C:37](=[O:38])[O:39][C:40]([CH3:41])([CH3:42])[CH3:43])[CH2:35][CH2:36]1. Reactants: COc1cc(C)ccc1C(=O)O, O, O=[N+]([O-])O, O=S(=O)(O)O. Yields the product COc1cc(C)c([N+](=O)[O-])cc1C(=O)O. As a reaction SMILES: [CH3:1][O:2][c:3]1[c:4]([C:5](=[O:6])[OH:7])[cH:8][cH:9][c:10]([CH3:12])[cH:11]1.[OH2:17].[OH:13][N+:14]([O-:15])=[O:16].[S:18](=[O:19])(=[O:20])([OH:21])[OH:22]>>[CH3:1][O:2][c:3]1[c:4]([C:5](=[O:6])[OH:7])[cH:8][c:9]([N+:14](=[O:13])[O-:15])[c:10]([CH3:12])[cH:11]1. Reactants: [H-].[Na+] (Sodium hydride), OCC1=NC=CC=C1 (2-Hydroxymethylpyridine), ClC=1C(=CC=2N(N1)C(=NN2)C=2SC=CC2)C2CCCC2 (6-chloro-7-cyclopentyl-3-(thiophen-2-yl)-1,2,4-triazolo[4,3-b]pyridazine). The solvent is CN(C=O)C (dimethylformamide). Run at time 18 hour. Product: C1(CCCC1)C1=CC=2N(N=C1OCC1=NC=CC=C1)C(=NN2)C=2SC=CC2 (7-Cyclopentyl-6-(pyridin-2-ylmethoxy)-3-(thiophen-2-yl)-1,2,4-triazolo[4,3-b]pyridazine). Reaction SMILES: [OH:1][CH2:2][C:3]1[CH:8]=[CH:7][CH:6]=[CH:5][N:4]=1.[H-].[Na+].Cl[C:12]1[C:13]([CH:26]2[CH2:30][CH2:29][CH2:28][CH2:27]2)=[CH:14][C:15]2[N:16]([C:18]([C:21]3[S:22][CH:23]=[CH:24][CH:25]=3)=[N:19][N:20]=2)[N:17]=1>CN(C)C=O>[CH:26]1([C:13]2[C:12]([O:1][CH2:2][C:3]3[CH:8]=[CH:7][CH:6]=[CH:5][N:4]=3)=[N:17][N:16]3[C:18]([C:21]4[S:22][CH:23]=[CH:24][CH:25]=4)=[N:19][N:20]=[C:15]3[CH:14]=2)[CH2:27][CH2:28][CH2:29][CH2:30]1 |f:1.2|. Procedure details: b 2-Hydroxymethylpyridine (56 mg) was dissolved in dimethylformamide (2 ml) under N2. Sodium hydride (60% w/w in oil, 21 mg) was added followed after 5-10 minutes by 6-chloro-7-cyclopentyl-3-(thiophen-2-yl)-1,2,4-triazolo[4,3-b]pyridazine (100 mg). Reaction was stirred at room temperature for 18 hours, partitioned between ethyl acetate and water, organic phase separated dried (MgSO4) and evaporated to dryness. Recrystallized in ethyl acetate in ether or methanol to give pure product. 1H NMR (250... Reactants: CC(C)(C)OC(=O)N1CCC(=O)CC1, CCOC(=O)C=C1CCN(C(=O)OC(C)(C)C)CC1, CCOC(=O)CP(=O)(OCC)OCC, CC(=O)O, CC(C)[N-]C(C)C, [Li+], [Na+], C1CCOC1, O=C([O-])O. Product: CCOC(=O)CC1=CCN(C(=O)OC(C)(C)C)CC1. As a reaction SMILES: [C:20]([O:21][C:22]([N:23]1[CH2:24][CH2:25][C:26](=[O:27])[CH2:28][CH2:29]1)=[O:30])([CH3:31])([CH3:32])[CH3:33].[CH2:1]([CH3:2])[O:3][C:4]([CH:5]=[C:6]1[CH2:7][CH2:8][N:9]([C:12](=[O:13])[O:14][C:15]([CH3:16])([CH3:17])[CH3:18])[CH2:10][CH2:11]1)=[O:19].[CH3:34][CH2:35][O:36][C:37]([CH2:38][P:39]([O:40][CH2:41][CH3:42])([O:43][CH2:44][CH3:45])=[O:46])=[O:47].[CH3:66][C:67](=[O:68])[OH:69].[CH:48]([N-:49][CH:50]([CH3:51])[CH3:52])([CH3:53])[CH3:54].[Li+:55].[Na+:56].[O:61]1[CH2:62][CH2:63][CH2:64][CH2:65]1.[OH:57][C:58](=[O:59])[O-:60]>>[CH2:1]([CH3:2])[O:3][C:4]([CH2:5][C:6]1=[CH:7][CH2:8][N:9]([C:12](=[O:13])[O:14][C:15]([CH3:16])([CH3:17])[CH3:18])[CH2:10][CH2:11]1)=[O:19]. Reactants: ClC1=C(N)C=CC(=C1)I (2-chloro-4-iodoaniline), C1(=CC=CC=C1)S (thiophenol), C[O-].[Na+] (sodium methoxide). The reagents and catalysts are C=1C=CC(=CC1)[P](C=2C=CC=CC2)(C=3C=CC=CC3)[Pd]([P](C=4C=CC=CC4)(C=5C=CC=CC5)C=6C=CC=CC6)([P](C=7C=CC=CC7)(C=8C=CC=CC8)C=9C=CC=CC9)[P](C=1C=CC=CC1)(C=1C=CC=CC1)C=1C=CC=CC1 (Tetrakis(triphenylphosphine)palladium(0)). Solvent: C(C)O (ethanol). Reaction conditions: time 18 hour. The product is ClC1=C(N)C=CC(=C1)SC1=CC=CC=C1 (2-Chloro-4-phenylthioaniline). As a reaction SMILES: [Cl:1][C:2]1[CH:8]=[C:7](I)[CH:6]=[CH:5][C:3]=1[NH2:4].[C:10]1([SH:16])[CH:15]=[CH:14][CH:13]=[CH:12][CH:11]=1.C[O-].[Na+]>C(O)C.C1C=CC([P]([Pd]([P](C2C=CC=CC=2)(C2C=CC=CC=2)C2C=CC=CC=2)([P](C2C=CC=CC=2)(C2C=CC=CC=2)C2C=CC=CC=2)[P](C2C=CC=CC=2)(C2C=CC=CC=2)C2C=CC=CC=2)(C2C=CC=CC=2)C2C=CC=CC=2)=CC=1>[Cl:1][C:2]1[CH:8]=[C:7]([S:16][C:10]2[CH:15]=[CH:14][CH:13]=[CH:12][CH:11]=2)[CH:6]=[CH:5][C:3]=1[NH2:4] |f:2.3,^1:26,28,47,66|. Reported procedure: Tetrakis(triphenylphosphine)palladium(0) (0.1 15 g) was added to a deoxygenated mixture of 2-chloro-4-iodoaniline (0.507 g), thiophenol (0.214 ml) and sodium methoxide (0.227 g) in ethanol (20 ml). The mixture was further deoxygenated by evacuation and refilling with argon (3 cycles) then heated under reflux with stirring under argon for 18 hours, cooled, diluted with ether (30 ml) and filtered. Volatile material was removed by evaporation and the residue was purified by chromatography on a sili...